This data is from the Open Reaction Database (ORD), a public repository of structured organic reaction records. The task is: describe an organic reaction: reactants, conditions, products, and yield Starting materials: BrCC1=CC=C(C=C1)C(C(=O)OC)=COC (methyl 2-(p-bromomethylphenyl)-3-methoxyacrylate), C(C)(=O)[O-].[K+] (potassium acetate). Reagents/catalysts: [I-].[K+] (potassium iodide). Run in O (water), CN1C(CCC1)=O (N-methylpyrrolidone). Conditions: time 3 hour. The product is C(C)(=O)OC1=CC=C(C=C1)C(C(=O)OC)=COC (Methyl 2-(p-acetoxyphenyl)-3-methoxyacrylate). Yield: 82.9%. Reaction SMILES: BrC[C:3]1[CH:8]=[CH:7][C:6]([C:9](=[CH:14][O:15][CH3:16])[C:10]([O:12][CH3:13])=[O:11])=[CH:5][CH:4]=1.[C:17]([O-:20])(=[O:19])[CH3:18].[K+]>CN1CCCC1=O.O.[I-].[K+]>[C:17]([O:20][C:3]1[CH:4]=[CH:5][C:6]([C:9](=[CH:14][O:15][CH3:16])[C:10]([O:12][CH3:13])=[O:11])=[CH:7][CH:8]=1)(=[O:19])[CH3:18] |f:1.2,5.6|. Procedure details: 3 g (10.5 mmol) of methyl 2-(p-bromomethylphenyl)-3-methoxyacrylate (prepared similarly to EP 226 917), 1.1 g (11.2 mmol) of potassium acetate and 50 mg of potassium iodide in 70 ml of N-methylpyrrolidone are stirred for 3 hours at 70°-80° C. The reaction mixture is diluted with water and extracted three times with ether. The combined ether phases are washed with water, dried over MgSO4 and evaporated down. Purification of the residue by column chromatography gives 2.3 g (8.7 mmol, 83%) of the t... The reactants are C(=O)(O)[O-].[Na+] (NaHCO3), Cl (hydrochloric acid), B.C1CCOC1 (Borane THF), C(C1=CC=CC=C1)N1C(C(OCC1)C(O)C1CC1)=O (4-Benzyl-2-(cyclopropyl-hydroxy-methyl)-morpholin-3-one). The solvent is CCOC(=O)C (EtOAc), CO (MeOH), C1CCOC1 (THF). Reaction conditions: temperature 60 celsius. The product is C(C1=CC=CC=C1)N1CC(OCC1)C(O)C1CC1 ((4-Benzyl-morpholin-2-yl)-cyclopropyl-methanol). Yield: 60.9%. As a reaction SMILES: B.C1COCC1.[CH2:7]([N:14]1[CH2:19][CH2:18][O:17][CH:16]([CH:20]([CH:22]2[CH2:24][CH2:23]2)[OH:21])[C:15]1=O)[C:8]1[CH:13]=[CH:12][CH:11]=[CH:10][CH:9]=1.Cl.C([O-])(O)=O.[Na+]>C1COCC1.CCOC(C)=O.CO>[CH2:7]([N:14]1[CH2:19][CH2:18][O:17][CH:16]([CH:20]([CH:22]2[CH2:24][CH2:23]2)[OH:21])[CH2:15]1)[C:8]1[CH:9]=[CH:10][CH:11]=[CH:12][CH:13]=1 |f:0.1,4.5|. Reported procedure: Borane-THF complex (1M solution in THF, 30 mL, 30 mmol, 4.1 eq) is added slowly to a solution of 75 (1.9 g, 7.3 mmol) in THF (100 mL). The reaction is heated to 60° C. After 24 hours MeOH and hydrochloric acid (2M, excess) are added and the resulting mixture heated for one hour at the same temperature. After careful addition of saturated NaHCO3 solution and EtOAc the aqueous layer is extracted with EtOAc. The combined organic layers are washed with brine, dried over magnesium sulphate and the so... The reactants are RuCl(R,R)—O, C1(CCC2=CC=CC=C12)=O (1-indanone), [H][H] (hydrogen). Run in CO (methanol). Conditions: temperature 60 celsius, time 20 hour. Product: [C@H]1(CCC2=CC=CC=C12)O ((R)-1-indanol). As a reaction SMILES: [C:1]1(=[O:10])[C:9]2[C:4](=[CH:5][CH:6]=[CH:7][CH:8]=2)[CH2:3][CH2:2]1.[H][H]>CO>[C@H:1]1([OH:10])[C:9]2[C:4](=[CH:5][CH:6]=[CH:7][CH:8]=2)[CH2:3][CH2:2]1. Reported procedure: In a 50-ml autoclave, 3.3 mg (0.005 mmol, S/C=1000) of RuCl(R,R)—O-HT-Tsdpen) was placed, and the autoclave was purged with nitrogen. Subsequently, 0.66 g (5.0 mmol) of 1-indanone and 4.4 ml of methanol were added thereto, then hydrogen gas was charged to 3.0 MPa. Subsequently, the mixture was stirred for 20 hours at 60° C. The reaction liquid was subjected to a GC analysis, and as a result, (R)-1-indanol was obtained at a conversion rate of 58.6% with an optical purity of 97.8% ee. The reactants are C(CCCCCCC\C=C/C\C=C/CCCCC)OC(CO)COCCCCCCCC\C=C/C\C=C/CCCCC (2,3-bis((9Z,12Z)-octadeca-9,12-dienyloxy)propan-1-ol), C=1C=C[NH+]=CC1.[O-][Cr](=O)(=O)Cl (PCC), C([O-])([O-])=O.[Na+].[Na+] (sodium carbonate). Solvent: ClCCl (dichloromethane). Run at time 6 hour. Product: C(CCCCCCC\C=C/C\C=C/CCCCC)OC(C=O)COCCCCCCCC\C=C/C\C=C/CCCCC (2,3-bis((9Z,12Z)-octadeca-9,12-dienyloxy)propanal). Yield: 38.9%. Reaction SMILES: [CH2:1]([O:19][CH:20]([CH2:23][O:24][CH2:25][CH2:26][CH2:27][CH2:28][CH2:29][CH2:30][CH2:31][CH2:32]/[CH:33]=[CH:34]\[CH2:35]/[CH:36]=[CH:37]\[CH2:38][CH2:39][CH2:40][CH2:41][CH3:42])[CH2:21][OH:22])[CH2:2][CH2:3][CH2:4][CH2:5][CH2:6][CH2:7][CH2:8]/[CH:9]=[CH:10]\[CH2:11]/[CH:12]=[CH:13]\[CH2:14][CH2:15][CH2:16][CH2:17][CH3:18].C1C=C[NH+]=CC=1.[O-][Cr](Cl)(=O)=O.C(=O)([O-])[O-].[Na+].[Na+]>ClCCl>[CH2:1]([O:19][CH:20]([CH2:23][O:24][CH2:25][CH2:26][CH2:27][CH2:28][CH2:29][CH2:30][CH2:31][CH2:32]/[CH:33]=[CH:34]\[CH2:35]/[CH:36]=[CH:37]\[CH2:38][CH2:39][CH2:40][CH2:41][CH3:42])[CH:21]=[O:22])[CH2:2][CH2:3][CH2:4][CH2:5][CH2:6][CH2:7][CH2:8]/[CH:9]=[CH:10]\[CH2:11]/[CH:12]=[CH:13]\[CH2:14][CH2:15][CH2:16][CH2:17][CH3:18] |f:1.2,3.4.5|. Procedure details: To a solution of 2,3-bis((9Z,12Z)-octadeca-9,12-dienyloxy)propan-1-ol (4.0 g, 7.0 mmol) and PCC (4.5 g, 21.0 mmol) in dichloromethane (75 mL) was added sodium carbonate (375 mg, 3.5 mmol). The solution was stirred for 6 hours at room temperature then filtered through silica with diethyl ether rinses (250 mL). The filtrate was concentrated in vacuo to dryness and purified by column chromatography on silica gel 60 (eluted with a gradient of 100% hexanes to 5% ether in hexanes) to afford 2,3-bis((9... Starting materials: COC(CC1(OCC(C2=C1NC1=C(C=CC=C21)CC)=O)CC)=O (1,8-Diethyl-4-oxo-1,3,4,9-tetrahydro-pyrano [3,4-b] indole-1-acetic acid methyl ester), Cl.NO (hydroxylamine hydrochloride), N1=CC=CC=C1 (pyridine). Solvent: O (water). The product is COC(CC1(OCC(C2=C1NC1=C(C=CC=C21)CC)=NO)CC)=O ([1,8-Diethyl-4-hydroxyimino-1,3,4,9-tetrahydro-pyrano [3,4-b] indol-1-yl]- acetic acid methyl ester). Reaction SMILES: [CH3:1][O:2][C:3](=[O:23])[CH2:4][C:5]1([CH2:21][CH3:22])[C:10]2[NH:11][C:12]3[C:17]([C:9]=2[C:8](=O)[CH2:7][O:6]1)=[CH:16][CH:15]=[CH:14][C:13]=3[CH2:18][CH3:19].Cl.[NH2:25][OH:26].N1C=CC=CC=1>O>[CH3:1][O:2][C:3](=[O:23])[CH2:4][C:5]1([CH2:21][CH3:22])[C:10]2[NH:11][C:12]3[C:17]([C:9]=2[C:8](=[N:25][OH:26])[CH2:7][O:6]1)=[CH:16][CH:15]=[CH:14][C:13]=3[CH2:18][CH3:19] |f:1.2|. Procedure details: The ester of Example 4, Step B (0.5 g, 1.6 mmol), hydroxylamine hydrochloride (0.17 g, 2.4 mmol), and 25 ml pyridine were refluxed for 3.5 h. The reaction mixture was poured into water, extracted with CHCl3. The organic phase was then washed with 1.0N HCl, water, dilute NaHCO3, water, and brine, dried (MgSO4) and evaporated to yield a crude solid which was purified by filtration through a pad of silica gel and celite. The product, 0.33 g was isolated as a solid, m. p. 188°-190° C. The reactants are CC(C)(C)OC(=O)OC(C)(C)C, C1CCOC1, Nc1ccc(C(F)(F)F)cc1, [Na+], [OH-]. The product is CC(C)(C)OC(=O)Nc1ccc(C(F)(F)F)cc1. Reaction SMILES: [C:12]([CH3:13])([CH3:14])([CH3:15])[O:16][C:17]([O:18][C:20]([CH3:21])([CH3:22])[CH3:23])=[O:19].[CH2:26]1[O:27][CH2:28][CH2:29][CH2:30]1.[F:1][C:2]([c:3]1[cH:4][cH:5][c:6]([NH2:7])[cH:8][cH:9]1)([F:10])[F:11].[Na+:25].[OH-:24]>>[F:1][C:2]([c:3]1[cH:4][cH:5][c:6]([NH:7][C:17]([O:16][C:12]([CH3:13])([CH3:14])[CH3:15])=[O:18])[cH:8][cH:9]1)([F:10])[F:11]. Reactants: C1(=CC=CC=C1)P(C1=CC=CC=C1)C1=CC=CC=C1 (triphenylphosphine), BrN1C(CCC1=O)=O (N-bromosuccinimide), COC1=CC=C(C=C1)CCCO (3-(4-Methoxyphenyl)-1-propanol). The solvent is C(Cl)Cl (methylene chloride). Run at time 5 hour. The product is BrCCCC1=CC=C(C=C1)OC (1-(3-bromopropyl)-4-methoxybenzene). The yield is 14.4%. Reaction SMILES: [CH3:1][O:2][C:3]1[CH:8]=[CH:7][C:6]([CH2:9][CH2:10][CH2:11]O)=[CH:5][CH:4]=1.C1(P(C2C=CC=CC=2)C2C=CC=CC=2)C=CC=CC=1.[Br:32]N1C(=O)CCC1=O>C(Cl)Cl>[Br:32][CH2:11][CH2:10][CH2:9][C:6]1[CH:7]=[CH:8][C:3]([O:2][CH3:1])=[CH:4][CH:5]=1. Reported procedure: 3-(4-Methoxyphenyl)-1-propanol (5.00 g) was dissolved in methylene chloride (50 ml), triphenylphosphine (8.86 g) and N-bromosuccinimide (5.94 g) were added under ice-cooling, and the mixture was stirred under ice-cooling for 1 hr, and further at room temperature for 5 hr. The reaction mixture was washed with water and saturated brine, and dried over anhydrous magnesium sulfate. The solvent was evaporated under reduced pressure. Diethyl ether (100 ml) was added, and the precipitated triphenylphos... Procedure details: 200 mg (0.344 mmol) of (2R*,4S*)-2-benzyl-1-(1-naphthoyl)-N-(4-quinolylmethyl)-N-trifluoroacetyl-4-piperidinamine are reacted with 52 mg (1.37 mmol) of sodium borohydride in analogy to Example 2. The title compound ##STR32## is obtained as white foam. TLC: methylene chloride/methanol/conc. ammonia (1000:50:1) Rf =0.35, FD-MS: M+ =485. Product: C(C1=CC=CC=C1)[C@H]1N(CC[C@@H](C1)NCC1=CC=NC2=CC=CC=C12)C(=O)C1=CC=CC2=CC=CC=C12 ((2R*,4S*)-2-benzyl-1-(1-naphthoyl)-N-(4-quinolylmethyl)-4-piperidinamine). Reaction SMILES: [CH2:1]([C@@H:8]1[CH2:13][C@@H:12]([N:14]([CH2:21][C:22]2[C:31]3[C:26](=[CH:27][CH:28]=[CH:29][CH:30]=3)[N:25]=[CH:24][CH:23]=2)C(=O)C(F)(F)F)[CH2:11][CH2:10][N:9]1[C:32]([C:34]1[C:43]2[C:38](=[CH:39][CH:40]=[CH:41][CH:42]=2)[CH:37]=[CH:36][CH:35]=1)=[O:33])[C:2]1[CH:7]=[CH:6][CH:5]=[CH:4][CH:3]=1.[BH4-].[Na+]>>[CH2:1]([C@@H:8]1[CH2:13][C@@H:12]([NH:14][CH2:21][C:22]2[C:31]3[C:26](=[CH:27][CH:28]=[CH:29][CH:30]=3)[N:25]=[CH:24][CH:23]=2)[CH2:11][CH2:10][N:9]1[C:32]([C:34]1[C:43]2[C:38](=[CH:39][CH:40]=[CH:41][CH:42]=2)[CH:37]=[CH:36][CH:35]=1)=[O:33])[C:2]1[CH:7]=[CH:6][CH:5]=[CH:4][CH:3]=1 |f:1.2|. The reactants are C(C1=CC=CC=C1)[C@H]1N(CC[C@@H](C1)N(C(C(F)(F)F)=O)CC1=CC=NC2=CC=CC=C12)C(=O)C1=CC=CC2=CC=CC=C12 ((2R*,4S*)-2-benzyl-1-(1-naphthoyl)-N-(4-quinolylmethyl)-N-trifluoroacetyl-4-piperidinamine), [BH4-].[Na+] (sodium borohydride). Starting materials: N#CC1=C(C#N)C(=O)C(Cl)=C(Cl)C1=O, [Li], N, CC12C=CC(=O)C=C1CCC1C2CCC2(C)C1CCC21CC(=O)CO1, C1COCCO1, C1CCOC1. Product: CC12CCC(=O)C=C1CCC1C2CCC2(C)C1CCC21CC(=O)CO1. Reaction SMILES: [Cl:1][C:2]1=[C:13]([Cl:14])[C:11](=[O:12])[C:8]([C:9]#[N:10])=[C:5]([C:6]#[N:7])[C:3]1=[O:4].[Li:41].[NH3:40].[O:15]1[CH2:16][C:17](=[O:39])[CH2:18][C:19]12[C:20]1([CH3:21])[CH:22]([CH2:23][CH2:24]2)[CH:25]2[CH2:26][CH2:27][C:28]3=[CH:29][C:30](=[O:38])[CH:31]=[CH:32][C:33]3([CH3:34])[CH:35]2[CH2:36][CH2:37]1.[O:42]1[CH2:43][CH2:44][O:45][CH2:46][CH2:47]1.[O:48]1[CH2:49][CH2:50][CH2:51][CH2:52]1>>[O:15]1[CH2:16][C:17](=[O:39])[CH2:18][C:19]12[C:20]1([CH3:21])[CH:22]([CH2:23][CH2:24]2)[CH:25]2[CH2:26][CH2:27][C:28]3=[CH:29][C:30](=[O:38])[CH2:31][CH2:32][C:33]3([CH3:34])[CH:35]2[CH2:36][CH2:37]1. Reactants: CCCC[N+](CCCC)(CCCC)CCCC, [F-], CC(C)[Si](OC1CCC(c2cccc(F)c2F)C(N=[N+]=[N-])c2cccnc21)(C(C)C)C(C)C, C1CCOC1. Product: [N-]=[N+]=NC1c2cccnc2C(O)CCC1c1cccc(F)c1F. Reaction SMILES: [CH2:35]([N+:36]([CH2:37][CH2:38][CH2:39][CH3:40])([CH2:41][CH2:42][CH2:43][CH3:44])[CH2:45][CH2:46][CH2:47][CH3:48])[CH2:49][CH2:50][CH3:51].[F-:34].[N:1](=[N+:2]=[N-:3])[CH:4]1[CH:5]([c:26]2[c:27]([F:33])[c:28]([F:32])[cH:29][cH:30][cH:31]2)[CH2:6][CH2:7][CH:8]([O:15][Si:16]([CH:17]([CH3:18])[CH3:19])([CH:20]([CH3:21])[CH3:22])[CH:23]([CH3:24])[CH3:25])[c:9]2[n:10][cH:11][cH:12][cH:13][c:14]21.[O:52]1[CH2:53][CH2:54][CH2:55][CH2:56]1>>[N:1](=[N+:2]=[N-:3])[CH:4]1[CH:5]([c:26]2[c:27]([F:33])[c:28]([F:32])[cH:29][cH:30][cH:31]2)[CH2:6][CH2:7][CH:8]([OH:15])[c:9]2[n:10][cH:11][cH:12][cH:13][c:14]21.